From a dataset of the Open Reaction Database (ORD), a public repository of structured organic reaction records. describe an organic reaction: reactants, conditions, products, and yield Reactants: [BH4-], O=C(c1cccs1)c1cc2c(c(Cl)c1Cl)OC(C(=O)O)C2, [K+], O. Product: O=C(O)C1Cc2cc(C(O)c3cccs3)c(Cl)c(Cl)c2O1. Reaction SMILES: [BH4-:22].[Cl:1][c:2]1[c:3]([Cl:21])[c:4]2[c:5]([cH:12][c:13]1[C:14]([c:15]1[cH:16][cH:17][cH:18][s:19]1)=[O:20])[CH2:6][CH:7]([C:9](=[O:10])[OH:11])[O:8]2.[K+:23].[OH2:24]>>[Cl:1][c:2]1[c:3]([Cl:21])[c:4]2[c:5]([cH:12][c:13]1[CH:14]([c:15]1[cH:16][cH:17][cH:18][s:19]1)[OH:20])[CH2:6][CH:7]([C:9](=[O:10])[OH:11])[O:8]2.